Task: describe an organic reaction: reactants, conditions, products, and yield. Dataset: the Open Reaction Database (ORD), a public repository of structured organic reaction records Reactants: C[Mg+], CS(=O)(=O)Nc1cc2occ(C=O)c(=O)c2cc1Oc1ccccc1, [I-]. Yields the product CC(O)c1coc2cc(NS(C)(=O)=O)c(Oc3ccccc3)cc2c1=O. Reaction SMILES: [CH3:27][Mg+:28].[CH:1](=[O:2])[c:3]1[cH:4][o:5][c:6]2[c:7]([c:8]1=[O:9])[cH:10][c:11]([O:19][c:20]1[cH:21][cH:22][cH:23][cH:24][cH:25]1)[c:12]([NH:14][S:15](=[O:16])(=[O:17])[CH3:18])[cH:13]2.[I-:26]>>[CH:1]([OH:2])([c:3]1[cH:4][o:5][c:6]2[c:7]([c:8]1=[O:9])[cH:10][c:11]([O:19][c:20]1[cH:21][cH:22][cH:23][cH:24][cH:25]1)[c:12]([NH:14][S:15](=[O:16])(=[O:17])[CH3:18])[cH:13]2)[CH3:27].